This data is from the Open Reaction Database (ORD), a public repository of structured organic reaction records. The task is: describe an organic reaction: reactants, conditions, products, and yield The reactants are ClC=1C(OC(C1C1=CC=CC=C1)=O)=O (3-chloro-4-phenylfuran-2,5-dione), NCC=1C=NC=CC1 (3-(aminomethyl)-pyridine). The solvent is C(C)(=O)O (acetic acid). Product: ClC=1C(N(C(C1C1=CC=CC=C1)=O)CC=1C=NC=CC1)=O (3-Chloro-4-phenyl-1-(pyridin-3-ylmethyl)-1H-pyrrole-2,5-dione). RXN SMILES: [Cl:1][C:2]1[C:3](=[O:14])O[C:5](=[O:13])[C:6]=1[C:7]1[CH:12]=[CH:11][CH:10]=[CH:9][CH:8]=1.[NH2:15][CH2:16][C:17]1[CH:18]=[N:19][CH:20]=[CH:21][CH:22]=1>C(O)(=O)C>[Cl:1][C:2]1[C:3](=[O:14])[N:15]([CH2:16][C:17]2[CH:18]=[N:19][CH:20]=[CH:21][CH:22]=2)[C:5](=[O:13])[C:6]=1[C:7]1[CH:8]=[CH:9][CH:10]=[CH:11][CH:12]=1. Reported procedure: A solution of 3-chloro-4-phenylfuran-2,5-dione (1.00 mmol, 209 mg) and 3-(aminomethyl)-pyridine (1.00 mmol, 26 mg) in glacial acetic acid (4 mL) was heated in a microwave reactor at 120° C. for two min. After cooling, the solvent was evaporated at reduced pressure. The crude product was used without purification. Starting materials: O=Cc1ccc(Br)cn1, O=C([O-])[O-], CNC(=O)OC(C)(C)C, O=C(C=Cc1ccccc1)C=Cc1ccccc1, O=C(C=Cc1ccccc1)C=Cc1ccccc1, O=C(C=Cc1ccccc1)C=Cc1ccccc1, [Cs+], [Cs+], C1COCCO1, [Pd], [Pd]. The product is CC(C)(C)OC(=O)NCc1ccc(C=O)nc1. RXN SMILES: [Br:1][c:2]1[cH:3][cH:4][c:5]([CH:8]=[O:9])[n:6][cH:7]1.[C:19](=[O:20])([O-:21])[O-:22].[CH3:10][NH:11][C:12]([O:13][C:14]([CH3:15])([CH3:16])[CH3:17])=[O:18].[CH:33](=[CH:34][C:35]([CH:36]=[CH:37][c:38]1[cH:39][cH:40][cH:41][cH:42][cH:43]1)=[O:44])[c:45]1[cH:46][cH:47][cH:48][cH:49][cH:50]1.[CH:51](=[CH:52][C:53]([CH:54]=[CH:55][c:56]1[cH:57][cH:58][cH:59][cH:60][cH:61]1)=[O:62])[c:63]1[cH:64][cH:65][cH:66][cH:67][cH:68]1.[CH:69](=[CH:70][C:71]([CH:72]=[CH:73][c:74]1[cH:75][cH:76][cH:77][cH:78][cH:79]1)=[O:80])[c:81]1[cH:82][cH:83][cH:84][cH:85][cH:86]1.[Cs+:23].[Cs+:24].[O:25]1[CH2:26][CH2:27][O:28][CH2:29][CH2:30]1.[Pd:31].[Pd:32]>>[c:2]1([CH2:10][NH:11][C:12]([O:13][C:14]([CH3:15])([CH3:16])[CH3:17])=[O:18])[cH:3][cH:4][c:5]([CH:8]=[O:9])[n:6][cH:7]1.